This data is from the Open Reaction Database (ORD), a public repository of structured organic reaction records. The task is: describe an organic reaction: reactants, conditions, products, and yield Starting materials: ClCCCOC=1C=C(C=CC1)C(C)=O (1-[3-(3-chloropropoxy)phenyl]ethanone), N1CCC(CC1)C=1C=C(C=CC1)NC(=O)C1CC1 (N-[3-(4-piperidinyl)phenyl]cyclopropanecarboxamide). Product: C(C)(=O)C=1C=C(OCCCN2CCC(CC2)C=2C=C(C=CC2)NC(CC)=O)C=CC1 (N-(3-{1-[3-(3-ACETYLPHENOXY)PROPYL]-4-PIPERIDINYL}PHENYL)PROPANAMIDE). RXN SMILES: Cl[CH2:2][CH2:3][CH2:4][O:5][C:6]1[CH:7]=[C:8]([C:12](=[O:14])[CH3:13])[CH:9]=[CH:10][CH:11]=1.[NH:15]1[CH2:20][CH2:19][CH:18]([C:21]2[CH:22]=[C:23]([NH:27][C:28]([CH:30]3C[CH2:31]3)=[O:29])[CH:24]=[CH:25][CH:26]=2)[CH2:17][CH2:16]1>>[C:12]([C:8]1[CH:7]=[C:6]([CH:11]=[CH:10][CH:9]=1)[O:5][CH2:4][CH2:3][CH2:2][N:15]1[CH2:20][CH2:19][CH:18]([C:21]2[CH:22]=[C:23]([NH:27][C:28](=[O:29])[CH2:30][CH3:31])[CH:24]=[CH:25][CH:26]=2)[CH2:17][CH2:16]1)(=[O:14])[CH3:13]. Procedure: Prepared by Procedure G and Scheme B1 using 1-[3-(3-chloropropoxy)phenyl]ethanone and N-[3-(4-piperidinyl)phenyl]cyclopropanecarboxamide: ESMS m/e: 421.2 (M+H)+. The reactants are [Cl-], NC(N)=O, Nc1cn[n+](-c2ccccc2)c(Cl)c1Cl. The product is [Cl-], Nc1cn[n+](-c2ccccc2)c(N)c1Cl. RXN SMILES: [Cl-:1].[NH2:17][C:18](=[O:19])[NH2:20].[c:2]1(-[n+:8]2[n:9][cH:10][c:11]([NH2:16])[c:12]([Cl:15])[c:13]2[Cl:14])[cH:3][cH:4][cH:5][cH:6][cH:7]1>>[Cl-:14].[c:2]1(-[n+:8]2[n:9][cH:10][c:11]([NH2:16])[c:12]([Cl:15])[c:13]2[NH2:17])[cH:3][cH:4][cH:5][cH:6][cH:7]1. The reactants are CC1=CC=C(C=C1)C1(NNC2=CC=C(C=C12)C1=NN(C=N1)C1=C(C(=C(C=C1)C)C)C)C(=O)C1OCCCC1 (2-{3-(4-Methylphenyl)-5-[1-(trimethylphenyl)(1,2,4-triazol-3-yl)]-1H-indazoyl}perhydro-2H-pyran), [OH-].[Na+] (sodium hydroxide). Solvent: Cl (HCl), Cl (HCl), O1CCOCC1 (dioxane). Run at time 2 hour. Product: CC1=CC=C(C=C1)C1=NNC2=CC=C(C=C12)C1=NNC=N1 (3-[3-(4-Methylphenyl)-1H-indazol-5-yl]-1H-1,2,4-triazole). Yield: 40.0%. RXN SMILES: [CH3:1][C:2]1[CH:7]=[CH:6][C:5]([C:8]2(C(C3CCCCO3)=O)[C:16]3[C:11](=[CH:12][CH:13]=[C:14]([C:17]4[N:21]=[CH:20][N:19](C5C=CC(C)=C(C)C=5C)[N:18]=4)[CH:15]=3)[NH:10][NH:9]2)=[CH:4][CH:3]=1.[OH-].[Na+]>Cl.O1CCOCC1>[CH3:1][C:2]1[CH:7]=[CH:6][C:5]([C:8]2[C:16]3[C:11](=[CH:12][CH:13]=[C:14]([C:17]4[N:21]=[CH:20][NH:19][N:18]=4)[CH:15]=3)[NH:10][N:9]=2)=[CH:4][CH:3]=1 |f:1.2|. Reported procedure: 2-{3-(4-Methylphenyl)-5-[1-(trimethylphenyl)(1,2,4-triazol-3-yl)]-1H-indazoyl}perhydro-2H-pyran (0.130 g, 0.216 mmol) was dissolved in 4 mL of 4.0 N HCl in dioxane and 2 mL of 6.0 N aqueous HCl were added. After 2 hours at room temperature, the reaction mixture was neutralized using aqueous sodium hydroxide (6.0 N) and the product was extracted with ethyl acetate. The extracts were dried under vacuum and dissolved in 5 mL of 6.0 N aqueous sodium hydroxide, side products extracted twice with diet... The reactants are C(C)(C)(C)OC(CN)=O (glycine tert-butyl ester), CC(CC=O)(C)C1=CC=CC=C1 (3-methyl-3-phenyl-butyraldehyde). The solvent is C(Cl)Cl (CH2Cl2). Yields the product C(C)(C)(C)OC(C/N=C/CC(C)(C1=CC=CC=C1)C)=O ([3-methyl-3-phenyl-but-(E)-ylideneamino]-acetic acid tert-butyl ester). The yield is 83.5%. Reaction SMILES: [C:1]([O:5][C:6](=[O:9])[CH2:7][NH2:8])([CH3:4])([CH3:3])[CH3:2].[CH3:10][C:11]([C:16]1[CH:21]=[CH:20][CH:19]=[CH:18][CH:17]=1)([CH3:15])[CH2:12][CH:13]=O>C(Cl)Cl>[C:1]([O:5][C:6](=[O:9])[CH2:7]/[N:8]=[CH:13]/[CH2:12][C:11]([CH3:15])([C:16]1[CH:21]=[CH:20][CH:19]=[CH:18][CH:17]=1)[CH3:10])([CH3:4])([CH3:3])[CH3:2]. Reported procedure: Step C In a manner similar to the method described in Example 1a, glycine tert-butyl ester (1.3 g, 10 mmol) was reacted with 3-methyl-3-phenyl-butyraldehyde (1.8 g, 11 mmol) in CH2Cl2 at room temperature for 18 h to give [[3-methyl-3-phenyl-but-(E)-ylideneamino]-acetic acid tert-butyl ester as a colorless oil (2.3 g, 93%). The reactants are CC(C)(C)OC(=O)C(C)(C)Br, CC(C)(C)OC(=O)C(C)(C)Oc1cccc(CC(=O)O)c1, COC(=O)Cc1cccc(O)c1, Nc1cnc(-c2ccc(C(F)(F)F)cc2)nc1C1CC1, O=C(O)c1cnc(-c2ccc(C(F)(F)F)cc2)nc1C(F)(F)F. Yields the product CC(C)(C)OC(=O)C(C)(C)Oc1cccc(CC(=O)Nc2cnc(-c3ccc(C(F)(F)F)cc3)nc2C2CC2)c1. As a reaction SMILES: [Br:77][C:78]([CH3:79])([CH3:80])[C:81]([O:82][C:83]([CH3:84])([CH3:85])[CH3:86])=[O:87].[C:44]([CH3:45])([CH3:46])([CH3:47])[O:48][C:49]([C:50]([CH3:51])([CH3:52])[O:53][c:54]1[cH:55][c:56]([CH2:60][C:61](=[O:62])[OH:63])[cH:57][cH:58][cH:59]1)=[O:64].[CH3:65][O:66][C:67](=[O:68])[CH2:69][c:70]1[cH:71][cH:72][cH:73][c:74]([OH:75])[cH:76]1.[CH:1]1([c:4]2[n:5][c:6](-[c:11]3[cH:12][cH:13][c:14]([C:17]([F:18])([F:19])[F:20])[cH:15][cH:16]3)[n:7][cH:8][c:9]2[NH2:10])[CH2:2][CH2:3]1.[F:21][C:22]([F:23])([F:24])[c:25]1[c:26]([C:27]([OH:28])=[O:29])[cH:30][n:31][c:32](-[c:33]2[cH:34][cH:35][c:36]([C:37]([F:38])([F:39])[F:40])[cH:41][cH:42]2)[n:43]1>>[CH:1]1([c:4]2[n:5][c:6](-[c:11]3[cH:12][cH:13][c:14]([C:17]([F:18])([F:19])[F:20])[cH:15][cH:16]3)[n:7][cH:8][c:9]2[NH:10][C:61]([CH2:60][c:56]2[cH:55][c:54]([O:53][C:50]([C:49]([O:48][C:44]([CH3:45])([CH3:46])[CH3:47])=[O:64])([CH3:51])[CH3:52])[cH:59][cH:58][cH:57]2)=[O:62])[CH2:2][CH2:3]1. Reactants: NC1=C(C=CC=C1)OC (2-amino-methoxybenzene), C(C(=O)C(F)F)(F)F (sym-tetrafluoroacetone). Procedure: The procedure of Example 4 is used with 2-amino-methoxybenzene and sym-tetrafluoroacetone to give 4-amino[2,2-difluoro-1-hydroxy-1-(difluoromethyl)ethyl]-3-methoxybenzene. As a reaction SMILES: [NH2:1][C:2]1[CH:7]=[CH:6][CH:5]=[CH:4][C:3]=1[O:8][CH3:9].[CH:10]([F:17])([F:16])[C:11]([CH:13]([F:15])[F:14])=[O:12]>>[NH2:1][C:2]1[CH:7]=[CH:6][C:5]([C:11]([OH:12])([CH:10]([F:17])[F:16])[CH:13]([F:15])[F:14])=[CH:4][C:3]=1[O:8][CH3:9]. The product is NC1=C(C=C(C=C1)C(C(F)F)(C(F)F)O)OC (4-amino[2,2-difluoro-1-hydroxy-1-(difluoromethyl)ethyl]-3-methoxybenzene). Starting materials: Cl, N#Cc1c(N)sc(C=O)c1Cl, [Na+], [Na+], O, O=S([O-])[O-]. Yields the product N#Cc1c(N)sc(C=O)c1S(=O)(=O)[O-], [Na+]. As a reaction SMILES: [ClH:18].[NH2:1][c:2]1[s:3][c:4]([CH:10]=[O:11])[c:5]([Cl:9])[c:6]1[C:7]#[N:8].[Na+:16].[Na+:17].[OH2:19].[S:12](=[O:13])([O-:14])[O-:15]>>[NH2:1][c:2]1[s:3][c:4]([CH:10]=[O:11])[c:5]([S:12](=[O:13])(=[O:14])[O-:15])[c:6]1[C:7]#[N:8].[Na+:16]. Starting materials: O=C1NC2(CCCCC2)NC12CCCCC2, C1CN2CCN1CC2, Cc1ccc(N=C=O)cc1, c1ccccc1. Product: Cc1ccc(NC(=O)N2C(=O)C3(CCCCC3)NC23CCCCC3)cc1. RXN SMILES: [CH2:1]1[CH2:2][CH2:3][CH2:4][CH2:5][C:6]12[NH:7][C:8]1([CH2:9][CH2:10][CH2:11][CH2:12][CH2:13]1)[NH:14][C:15]2=[O:16].[N:27]12[CH2:28][CH2:29][N:30]([CH2:31][CH2:32]1)[CH2:33][CH2:34]2.[c:17]1([CH3:26])[cH:18][cH:19][c:20]([N:23]=[C:24]=[O:25])[cH:21][cH:22]1.[cH:35]1[cH:36][cH:37][cH:38][cH:39][cH:40]1>>[CH2:1]1[CH2:2][CH2:3][CH2:4][CH2:5][C:6]12[NH:7][C:8]1([CH2:9][CH2:10][CH2:11][CH2:12][CH2:13]1)[N:14]([C:24]([NH:23][c:20]1[cH:19][cH:18][c:17]([CH3:26])[cH:22][cH:21]1)=[O:25])[C:15]2=[O:16]. Reactants: C(C)(C)(C)C1=C(O)C=C(C(=C1)O)C(C)(C)C (2,5-di-t-butylhydroquinone), CC(C(=O)O)(C)C (trimethylacetic acid), S(O)(O)(=O)=O (sulfuric acid). Solvent: C(C)#N (acetonitrile). The product is C(C)(C)(C)C1=C(C=C(C(=C1)OC(C(C)(C)C)=O)C(C)(C)C)O (2,5-di-t-butyl-4-trimethylacetoxyphenol). The yield is 78.0%. Reaction SMILES: [C:1]([C:5]1[CH:11]=[C:10]([OH:12])[C:9]([C:13]([CH3:16])([CH3:15])[CH3:14])=[CH:8][C:6]=1[OH:7])([CH3:4])([CH3:3])[CH3:2].[CH3:17][C:18]([CH3:23])([CH3:22])[C:19](O)=[O:20].S(=O)(=O)(O)O>C(#N)C>[C:1]([C:5]1[CH:11]=[C:10]([O:12][C:19](=[O:20])[C:18]([CH3:23])([CH3:22])[CH3:17])[C:9]([C:13]([CH3:16])([CH3:15])[CH3:14])=[CH:8][C:6]=1[OH:7])([CH3:4])([CH3:3])[CH3:2]. Procedure details: Under argon atmosphere, a solution of 11.12 g of 2,5-di-t-butylhydroquinone and 10.1 ml of anhydrous trimethylacetic acid in 200 ml of acetonitrile was stirred with a catalytic amount of sulfuric acid at room temperature for a whole day and night. After the reaction mixture was evaporated under reduced pressure, the concentrate was dissolved in diisopropyl ether. This solution was washed with a saturated aqueous sodium bicarbonate solution, then saturated brine, dried over anhydrous magnesium su...